This data is from the Open Reaction Database (ORD), a public repository of structured organic reaction records. The task is: describe an organic reaction: reactants, conditions, products, and yield The reactants are OC1=CC(=CC=2N1N=C(C2C(=O)OCC)C)C (Ethyl 7-hydroxy-2,5-dimethylpyrazolo[1,5-a]pyridine-3-carboxylate), N(=NC(=O)OCC)C(=O)OCC (diethyl azodicarboxylate), C1(CCCCC1)CO (cyclohexylmethanol), C1(=CC=CC=C1)P(C1=CC=CC=C1)C1=CC=CC=C1 (triphenylphosphine). Solvent: O1CCCC1 (tetrahydrofuran), COC(C)(C)C (tert-butyl methyl ether). Run at time 1 hour. The product is C(C)OC(=O)C=1C(=NN2C1C=C(C=C2OCC2CCCCC2)C)C (7-(Cyclohexylmethoxy)-2,5-dimethylpyrazolo[1,5-a]pyridine-3-carboxylic Acid ethyl Ester). As a reaction SMILES: [OH:1][C:2]1[N:7]2[N:8]=[C:9]([CH3:16])[C:10]([C:11]([O:13][CH2:14][CH3:15])=[O:12])=[C:6]2[CH:5]=[C:4]([CH3:17])[CH:3]=1.[CH:18]1([CH2:24]O)[CH2:23][CH2:22][CH2:21][CH2:20][CH2:19]1.C1(P(C2C=CC=CC=2)C2C=CC=CC=2)C=CC=CC=1.N(C(OCC)=O)=NC(OCC)=O>O1CCCC1.COC(C)(C)C>[CH2:14]([O:13][C:11]([C:10]1[C:9]([CH3:16])=[N:8][N:7]2[C:2]([O:1][CH2:24][CH:18]3[CH2:23][CH2:22][CH2:21][CH2:20][CH2:19]3)=[CH:3][C:4]([CH3:17])=[CH:5][C:6]=12)=[O:12])[CH3:15]. Procedure: A solution of 180 mg (0.768 mmol) of 7-hydroxy-2,5-dimethylpyrazolo[1,5-a]pyridine-3-carboxylic acid ethyl ester from Example 8A in 7 ml of dry tetrahydrofuran was admixed with 0.189 ml (537 mmol) of cyclohexylmethanol, 423.2 mg (1.614 mmol) of triphenylphosphine and 0.32 ml (1.614 mmol) of diethyl azodicarboxylate. The resulting mixture was stirred at room temperature for 1 h. Some of the solvent was drawn off under reduced pressure and the residue was admixed with 5 ml of tert-butyl methyl eth... The reactants are C1(CCCC1)OC=1C=C(C=CC1OC)CC(=O)NC1=C(C=CC(=C1)Cl)OCC=C (N-(3-cyclopentyloxy-4-methoxyphenylacetyl)-2-allyloxy-5-chloroaniline), C1(=CC=CC=C1)OC1=CC=CC=C1 (diphenyl ether), C1(CCCC1)OC=1C=C(C=CC1OC)CC(=O)NC1=C(C=CC(=C1)Cl)OCC=C (N-(3-cyclopentyloxy-4-methoxyphenylacetyl)-2-allyloxy-5-chloroaniline), C1(=CC=CC=C1)OC1=CC=CC=C1 (diphenyl ether). Product: C1(CCCC1)OC=1C=C(C=CC1OC)CC(=O)NC1=C(C(=CC(=C1)Cl)CC=C)O (N-(3-Cyclopentyloxy-4-methoxyphenyl-acetyl)-2-hydroxy-3-allyl-5-chloroaniline). As a reaction SMILES: [CH:1]1([O:6][C:7]2[CH:8]=[C:9]([CH2:15][C:16]([NH:18][C:19]3[CH:24]=[C:23]([Cl:25])[CH:22]=[CH:21][C:20]=3[O:26]CC=C)=[O:17])[CH:10]=[CH:11][C:12]=2[O:13][CH3:14])[CH2:5][CH2:4][CH2:3][CH2:2]1.[C:30]1(OC2C=CC=CC=2)[CH:35]=CC=C[CH:31]=1>>[CH:1]1([O:6][C:7]2[CH:8]=[C:9]([CH2:15][C:16]([NH:18][C:19]3[CH:24]=[C:23]([Cl:25])[CH:22]=[C:21]([CH2:35][CH:30]=[CH2:31])[C:20]=3[OH:26])=[O:17])[CH:10]=[CH:11][C:12]=2[O:13][CH3:14])[CH2:2][CH2:3][CH2:4][CH2:5]1. Reported procedure: A solution of N-(3-cyclopentyloxy-4-methoxyphenylacetyl)-2-allyloxy-5-chloroaniline (33 grams, 0.079 mol) in 330 milliliters of diphenyl ether was heated at 180° for 6.5 hours. This reaction mixture was combined with a second reaction mixture containing N-(3-cyclopentyloxy-4-methoxyphenylacetyl)-2-allyloxy-5-chloroaniline and 250 milliliters of diphenyl ether which had been heated at 180° for 20 hours. Starting materials: O[C@@H](CC(=O)OC)C1=CC=CC=C1 (methyl (S)-3-hydroxy-3-phenylpropionate), O.NN (hydrazine monohydrate), ice water. The solvent is CO (methanol). Run at temperature 70 celsius. Product: O[C@@H](CC(=O)NN)C1=CC=CC=C1 ((S)-3-hydroxy-3-phenylpropionohydrazide). Yield: 74.0%. RXN SMILES: [OH:1][C@H:2]([C:8]1[CH:13]=[CH:12][CH:11]=[CH:10][CH:9]=1)[CH2:3][C:4](OC)=[O:5].O.[NH2:15][NH2:16]>CO>[OH:1][C@H:2]([C:8]1[CH:13]=[CH:12][CH:11]=[CH:10][CH:9]=1)[CH2:3][C:4]([NH:15][NH2:16])=[O:5] |f:1.2|. Reported procedure: In a 1 liter four-necked flask were charged 200 g (1.11 mol) of methyl (S)-3-hydroxy-3-phenylpropionate (optical purity: 87%e.e.), 77.8 g (1.56 mol) of hydrazine monohydrate, and 400 ml of methanol, and the mixture was heated at 70° C. for 3 hours. The reaction mixture was cooled to 5° C. with ice-water, followed by filtration. The collected crystals were dissolved in 4.7 liter of methanol while hot and cooled to 5° C. The crystals thus precipitated were collected by filtration and dried to give... Starting materials: C1(=CC=CC=C1)C1(CCCC1)C(=O)O (1-phenylcyclopentanecarboxylic acid), FC(C=1C=C(CN2C[C@H]3[C@@H](C2)[C@H](CC3)N)C=CC1)(F)F ((3aS*,4S*,6aR*)-2-(3-(trifluoromethyl)benzyl)octahydrocyclopenta[c]pyrrol-4-amine), C(C1=CC=CC=C1)N1C[C@H]2[C@@H](C1)C(CC2)N ((3aS*,6aR*)-2-benzyloctahydrocyclopenta[c]pyrrol-4-amine). Yields the product C1(=CC=CC=C1)C(C(=O)N[C@H]1CC[C@H]2CN(C[C@H]21)CC2=CC(=CC=C2)C(F)(F)F)C2=CC=CC=C2 (2,2-diphenyl-N-{(3aS*,4S*,6aR*)-2-[3-(trifluoromethyl)benzyl]octahydrocyclopenta[c]pyrrol-4-yl}acetamide). Reaction SMILES: [C:1]1([C:7]2([C:12]([OH:14])=O)[CH2:11][CH2:10][CH2:9][CH2:8]2)[CH:6]=[CH:5][CH:4]=[CH:3][CH:2]=1.[F:15][C:16]([F:34])([F:33])[C:17]1[CH:18]=[C:19]([CH:30]=[CH:31][CH:32]=1)[CH2:20][N:21]1[CH2:25][C@H:24]2[C@@H:26]([NH2:29])[CH2:27][CH2:28][C@H:23]2[CH2:22]1.[CH2:35](N1C[C@H]2C(N)CC[C@H]2C1)[C:36]1C=CC=CC=1>>[C:11]1([CH:7]([C:1]2[CH:2]=[CH:3][CH:4]=[CH:5][CH:6]=2)[C:12]([NH:29][C@@H:26]2[C@H:24]3[C@H:23]([CH2:22][N:21]([CH2:20][C:19]4[CH:30]=[CH:31][CH:32]=[C:17]([C:16]([F:33])([F:15])[F:34])[CH:18]=4)[CH2:25]3)[CH2:28][CH2:27]2)=[O:14])[CH:10]=[CH:9][CH:8]=[CH:36][CH:35]=1. Procedure details: The title compound was prepared by substituting 2,2-diphenylacetic acid for 1-phenylcyclopentanecarboxylic acid and (3aS*,4S*,6aR*)-2-(3-(trifluoromethyl)benzyl)octahydrocyclopenta[c]pyrrol-4-amine from Example 122 Step E for (3aS*,6aR*)-2-benzyloctahydrocyclopenta[c]pyrrol-4-amine in the procedure described for Example 1: 1H NMR (500 MHz, pyridine-d5) δ ppm 8.50 (s, 1H), 7.71 (d, J=7.5, 2H), 7.63 (d, J=7.2, 2H), 7.45 (d, J=7.4, 2H), 7.39-7.28 (m, 5H), 7.25 (dd, J=5.8, 8.9, 3H), 4.51-4.42 (m, 1H... Reactants: OC1=C(C=O)C=C(C=C1)Br (2-hydroxy-5-bromobenzaldehyde), C(C=C)#N (acrylonitrile), N12CCN(CC1)CC2 (1,4-diazabicyclo[2.2.2]octane). The solvent is C(C)OCC (ethyl ether). The product is BrC=1C=C2C=C(COC2=CC1)C#N (6-bromo-2H-chromene-3-carbonitrile). The yield is 70.6%. As a reaction SMILES: [OH:1][C:2]1[CH:9]=[CH:8][C:7]([Br:10])=[CH:6][C:3]=1[CH:4]=O.[C:11](#[N:14])[CH:12]=[CH2:13].N12CCN(CC1)CC2>C(OCC)C>[Br:10][C:7]1[CH:6]=[C:3]2[C:2](=[CH:9][CH:8]=1)[O:1][CH2:13][C:12]([C:11]#[N:14])=[CH:4]2. Procedure: A mixture of 2-hydroxy-5-bromobenzaldehyde XXIX (30 g, 0.15 mol), acrylonitrile (50 g, 0.75 mol), and 1,4-diazabicyclo[2.2.2]octane (Dabco, 4 g, 0.035 mol) was refluxed overnight. The reaction mixture was diluted with ethyl ether and washed with NaOH (1N), water, HCl (1N) and brine. The organic phase was dried over anhydrous Na2SO4, and concentrated in vacuo to give 25 g of 6-bromo-2H-chromene-3-carbonitrile XXX (Yield 70%). MS: calc'd 237 (MH+), exp 237 (MH+). The reactants are C([C@H](O)C)(=O)OC(C)(C)C (tert-butyl D-(-)-lactate), ClC1=CC=C(C=C1)O (4-chlorophenol), C1(=CC=CC=C1)OP(OC1=CC=CC=C1)OC1=CC=CC=C1 (triphenylphosphite), CCOC(=O)/N=N/C(=O)OCC (diethylazodicarboxylate). Solvent: O1CCCC1 (tetrahydrofuran), CCOCC (ether). Conditions: time 3 hour. The product is ClC1=CC=C(O[C@H](C(=O)OC(C)(C)C)C)C=C1 (tert-butyl (2S)-(-)-2-(4'-chlorophenoxy)propionate). As a reaction SMILES: [C:1]([O:6][C:7]([CH3:10])([CH3:9])[CH3:8])(=[O:5])[C@@H:2]([CH3:4])[OH:3].[Cl:11][C:12]1[CH:17]=[CH:16][C:15](O)=[CH:14][CH:13]=1.C1(OP(OC2C=CC=CC=2)OC2C=CC=CC=2)C=CC=CC=1.CCOC(/N=N/C(OCC)=O)=O>O1CCCC1.CCOCC>[Cl:11][C:12]1[CH:17]=[CH:16][C:15]([O:3][C@@H:2]([CH3:4])[C:1]([O:6][C:7]([CH3:10])([CH3:9])[CH3:8])=[O:5])=[CH:14][CH:13]=1. Procedure details: To a stirred solution of known tert-butyl D-(-)-lactate (292 mg), 4-chlorophenol (197 μl) and triphenylphosphite (343 μl) in dry tetrahydrofuran (16 ml) on an ice bath, diethylazodicarboxylate (315 μl) was added dropwise over about 5 minutes. After the addition, the ice bath was removed and the mixture was further stirred at room temperature for 3 hours. The reaction mixture was evaporated with a rotary evaporator (water bath temperature 25° C.). The residue thus obtained was dissolved in ether ... Reaction conditions: time 1 hour. Reported procedure: 32 g of 2-[2-(2-methoxyethoxy)nitrobenzenesulfonamido]-4-hexadecyloxy-5-methylphenol, 24 g of iron powder, 12 g of Fe3O4, 0.6 g of ammonium chloride and 25 ml of water were added to 300 ml of isopropyl alcohol and the mixture was refluxed in a stream bath with stirring for 1 hour. After completion of the reaction, the mixture was filtered while hot and the filtrate was cooled with ice. The crystals thus-precipitated were recovered by filtration, washed with 50 ml of isopropyl alcohol and air-dri... Starting materials: COCCOC1=C(C=CC=C1[N+](=O)[O-])S(=O)(=O)NC1=C(C=C(C(=C1)OCCCCCCCCCCCCCCCC)C)O (2-[2-(2-methoxyethoxy)nitrobenzenesulfonamido]-4-hexadecyloxy-5-methylphenol), Fe3O4, [Cl-].[NH4+] (ammonium chloride), O (water), C(C)(C)O (isopropyl alcohol). As a reaction SMILES: CO[CH2:3][CH2:4][O:5][C:6]1[C:11]([N+]([O-])=O)=[CH:10][CH:9]=[CH:8][C:7]=1[S:15]([NH:18][C:19]1[CH:24]=[C:23]([O:25][CH2:26][CH2:27][CH2:28][CH2:29][CH2:30][CH2:31][CH2:32][CH2:33][CH2:34][CH2:35][CH2:36][CH2:37][CH2:38][CH2:39][CH2:40][CH3:41])[C:22]([CH3:42])=[CH:21][C:20]=1[OH:43])(=[O:17])=[O:16].[Cl-].[NH4+:45].[OH2:46].[CH:47](O)(C)C>[Fe]>[CH3:47][O:46][CH2:3][CH2:4][O:5][C:6]1[CH:11]=[CH:10][C:9]([NH2:45])=[CH:8][C:7]=1[S:15]([NH:18][C:19]1[CH:24]=[C:23]([O:25][CH2:26][CH2:27][CH2:28][CH2:29][CH2:30][CH2:31][CH2:32][CH2:33][CH2:34][CH2:35][CH2:36][CH2:37][CH2:38][CH2:39][CH2:40][CH3:41])[C:22]([CH3:42])=[CH:21][C:20]=1[OH:43])(=[O:16])=[O:17] |f:1.2|. Yields the product COCCOC1=C(C=C(C=C1)N)S(=O)(=O)NC1=C(C=C(C(=C1)OCCCCCCCCCCCCCCCC)C)O (2-[2-(2-Methoxyethoxy)-5-aminobenzenesulfonamido]-4-hexadecyloxy-5-methylphenol). The reagents and catalysts are [Fe] (iron).